Dataset: the Open Reaction Database (ORD), a public repository of structured organic reaction records. Task: describe an organic reaction: reactants, conditions, products, and yield The reactants are O=C1C[C@@H](NCN1)C(=O)[O-] (6oxo-hexahydro-pyrimidine-4(R)-carboxylate), C(C1=CC=CC=C1)OC([C@@H](CC(=O)NCC1=CC=CC=C1)NS(=O)(=O)C1=CC=C(C=C1)OC)=O (N-benzyl-2(R)-[(4-methoxyphenyl)sulfonylamino]-succinamic acid benzyl ester), O1COCOC1 (1,3,5-trioxane). The reagents and catalysts are S(O)(O)(=O)=O (sulfuric acid). Solvent: ClCCl (dichloromethane), ClCCl (dichloromethane). Yields the product C(C1=CC=CC=C1)N1CN([C@H](CC1=O)C(=O)OCC1=CC=CC=C1)S(=O)(=O)C1=CC=C(C=C1)OC (benzyl 1-benyl-3-[(4-methoxyphenyl)sulfonyl]-6-oxo-hexahydro-pyrimidine4(R)-carboxylate). RXN SMILES: O=[C:2]1NCN[C@@H](C([O-])=O)C1.[CH2:11]([O:18][C:19](=[O:44])[C@H:20]([NH:32][S:33]([C:36]1[CH:41]=[CH:40][C:39]([O:42][CH3:43])=[CH:38][CH:37]=1)(=[O:35])=[O:34])[CH2:21][C:22]([NH:24][CH2:25][C:26]1[CH:31]=[CH:30][CH:29]=[CH:28][CH:27]=1)=[O:23])[C:12]1[CH:17]=[CH:16][CH:15]=[CH:14][CH:13]=1.O1COCOC1>ClCCl.S(=O)(=O)(O)O>[CH2:25]([N:24]1[C:22](=[O:23])[CH2:21][C@H:20]([C:19]([O:18][CH2:11][C:12]2[CH:13]=[CH:14][CH:15]=[CH:16][CH:17]=2)=[O:44])[N:32]([S:33]([C:36]2[CH:41]=[CH:40][C:39]([O:42][CH3:43])=[CH:38][CH:37]=2)(=[O:35])=[O:34])[CH2:2]1)[C:26]1[CH:31]=[CH:30][CH:29]=[CH:28][CH:27]=1. Procedure: Benzyl 1-benzyl-3-1(4-methoxyphenyl)sulfonyl]-6oxo-hexahydro-pyrimidine-4(R)-carboxylate (1c): To the solution of N-benzyl-2(R)-[(4-methoxyphenyl)sulfonylamino]-succinamic acid benzyl ester as an oil (2.10 g, 4.4 mmol) in 200 mL of dichloromethane is added, with stirring, 1,3,5-trioxane (1.57 g, 17.4 mmol) followed by two drops of sulfuric acid. The reaction is heated at reflux for 3 hours at which time mass spectrometry (ES) indicates the reaction to be complete. The reaction is allowed to cool... Starting materials: Cl.CC1(C=2C=CC(=CC2C(CC1)(C)C)C=1N=C(SC1)N1CCC(CC1)N)C (1-[4-(5,5,8,8-tetramethyl-5,6,7,8-tetrahydronaphthalen-2-yl)thiazol-2-yl]piperidin-4-ylamine hydrochloride), OCCCCC=O (5-hydroxypentanal). Yields the product CC1(C=2C=CC(=CC2C(CC1)(C)C)C=1N=C(SC1)N1CCC(CC1)NCCCCCO)C (5-{1-[4-(5,5,8,8-tetramethyl-5,6,7,8-tetrahydronaphthalen-2-yl)thiazol-2-yl]piperidin-4-ylamino}pentan-1-ol). As a reaction SMILES: Cl.[CH3:2][C:3]1([CH3:27])[CH2:12][CH2:11][C:10]([CH3:14])([CH3:13])[C:9]2[CH:8]=[C:7]([C:15]3[N:16]=[C:17]([N:20]4[CH2:25][CH2:24][CH:23]([NH2:26])[CH2:22][CH2:21]4)[S:18][CH:19]=3)[CH:6]=[CH:5][C:4]1=2.[OH:28][CH2:29][CH2:30][CH2:31][CH2:32][CH:33]=O>>[CH3:2][C:3]1([CH3:27])[CH2:12][CH2:11][C:10]([CH3:13])([CH3:14])[C:9]2[CH:8]=[C:7]([C:15]3[N:16]=[C:17]([N:20]4[CH2:25][CH2:24][CH:23]([NH:26][CH2:33][CH2:32][CH2:31][CH2:30][CH2:29][OH:28])[CH2:22][CH2:21]4)[S:18][CH:19]=3)[CH:6]=[CH:5][C:4]1=2 |f:0.1|. Procedure: The preparation was carried out as already described via a reductive amination starting from 50 mg (0.08 mmol) of 1-[4-(5,5,8,8-tetramethyl-5,6,7,8-tetrahydronaphthalen-2-yl)thiazol-2-yl]piperidin-4-ylamine hydrochloride and 8 mg (0.08 mmol) of 5-hydroxypentanal. The reactants are COc1ccc(C(=O)CCC(=O)O)cc1OC, SCCCS, ClC(Cl)Cl, Cl. As a reaction SMILES: [C:1]([c:2]1[cH:3][c:4]([O:5][CH3:6])[c:7]([O:8][CH3:9])[cH:10][cH:11]1)(=[O:12])[CH2:13][CH2:14][C:15](=[O:16])[OH:17].[CH2:18]([CH2:19][CH2:20][SH:21])[SH:22].[CH:24]([Cl:25])([Cl:26])[Cl:27].[ClH:23]>>[C:1]1([c:2]2[cH:3][c:4]([O:5][CH3:6])[c:7]([O:8][CH3:9])[cH:10][cH:11]2)([CH2:13][CH2:14][C:15](=[O:16])[OH:17])[S:21][CH2:20][CH2:19][CH2:18][S:22]1. Yields the product COc1ccc(C2(CCC(=O)O)SCCCS2)cc1OC. The reactants are C(=NC1CCCCC1)=NC1CCCCC1, ClCCl, CC12CCC(O)CC1=CCC1C2CCC2(C)C(=NO)CCC12, O=C(O)c1ccc(O)cc1. The product is CC12CCC(OC(=O)c3ccc(O)cc3)CC1=CCC1C2CCC2(C)C(=NO)CCC12. Reaction SMILES: [CH:23]1([N:24]=[C:25]=[N:26][CH:27]2[CH2:28][CH2:29][CH2:30][CH2:31][CH2:32]2)[CH2:33][CH2:34][CH2:35][CH2:36][CH2:37]1.[Cl:48][CH2:49][Cl:50].[N:1]([OH:2])=[C:3]1[C:4]2([CH3:5])[CH:6]([CH2:7][CH2:8]1)[CH:9]1[CH2:10][CH:11]=[C:12]3[CH2:13][CH:14]([OH:22])[CH2:15][CH2:16][C:17]3([CH3:18])[CH:19]1[CH2:20][CH2:21]2.[OH:38][c:39]1[cH:40][cH:41][c:42]([C:43](=[O:44])[OH:45])[cH:46][cH:47]1>>[N:1]([OH:2])=[C:3]1[C:4]2([CH3:5])[CH:6]([CH2:7][CH2:8]1)[CH:9]1[CH2:10][CH:11]=[C:12]3[CH2:13][CH:14]([O:22][C:43]([c:42]4[cH:41][cH:40][c:39]([OH:38])[cH:47][cH:46]4)=[O:44])[CH2:15][CH2:16][C:17]3([CH3:18])[CH:19]1[CH2:20][CH2:21]2. Yields the product Cl.CC1=C2N(C3=CC=CC=C13)CCCC2N2CCCC2 (6,7,8,9-Tetrahydro-10-methyl-9-(1-pyrrolidinyl)pyrido[1,2-a]indole Hydrochloride). Reaction conditions: time 60 minute. RXN SMILES: [CH3:1][C:2]1[C:10]2[C:5](=[CH:6][CH:7]=[CH:8][CH:9]=2)[N:4]2[CH2:11][CH2:12][CH2:13][CH:14](O)[C:3]=12.C1(C)C=CC(S([Cl:25])(=O)=O)=CC=1.[NH:27]1[CH2:31][CH2:30][CH2:29][CH2:28]1>N1C=CC=CC=1>[ClH:25].[CH3:1][C:2]1[C:10]2[C:5](=[CH:6][CH:7]=[CH:8][CH:9]=2)[N:4]2[CH2:11][CH2:12][CH2:13][CH:14]([N:27]3[CH2:31][CH2:30][CH2:29][CH2:28]3)[C:3]=12 |f:4.5|. Reactants: CC1=C2N(C3=CC=CC=C13)CCCC2O (6,7,8,9-tetrahydro-10-methylpyrido[1,2-a]indol-9-ol), C1(=CC=C(C=C1)S(=O)(=O)Cl)C (p-toluenesulfonyl chloride), resultant solution, ice water, N1CCCC1 (pyrrolidine). Run in N1=CC=CC=C1 (pyridine), solvent. Reported procedure: To a solution of 6,7,8,9-tetrahydro-10-methylpyrido[1,2-a]indol-9-ol (2.01 g, 10 mmol) in dry pyridine (100 mL) was added a solution of p-toluenesulfonyl chloride (7.6 g, 10 mmol) in the same solvent (50 mL) at 5°-10° C. Maintaining this temperature, stirring was continued for 60 minutes, and then, the reaction mixture was treated with distilled pyrrolidine (7.1 g, 100 mmol), and stirred at room temperature for 8 hours. The resultant solution was poured into ice-water, and the product was extrac...